From a dataset of the Open Reaction Database (ORD), a public repository of structured organic reaction records. describe an organic reaction: reactants, conditions, products, and yield Starting materials: ClC=1C=C(C=CC1)C1=CN=C2N1N=C(C=C2)NC2CCC(CC2)=O (4-((3-(3-chlorophenyl)imidazo[1,2-b]pyridazin-6-yl)amino)cyclohexanone), 8-92, Cl.NO (hydroxylamine hydrochloride), C(=O)([O-])[O-].[Na+].[Na+] (Na2CO3). Run in CO (MeOH), O (water), O (water). Conditions: time 1 hour. Yields the product ClC=1C=C(C=CC1)C1=CN=C2N1N=C(C=C2)NC2CCC(CC2)=NO (4-((3-(3-chlorophenyl)imidazo[1,2-b]pyridazin-6-yl)amino)cyclohexanone oxime). As a reaction SMILES: Cl.[NH2:2][OH:3].C([O-])([O-])=O.[Na+].[Na+].[Cl:10][C:11]1[CH:12]=[C:13]([C:17]2[N:21]3[N:22]=[C:23]([NH:26][CH:27]4[CH2:32][CH2:31][C:30](=O)[CH2:29][CH2:28]4)[CH:24]=[CH:25][C:20]3=[N:19][CH:18]=2)[CH:14]=[CH:15][CH:16]=1>O.CO>[Cl:10][C:11]1[CH:12]=[C:13]([C:17]2[N:21]3[N:22]=[C:23]([NH:26][CH:27]4[CH2:32][CH2:31][C:30](=[N:2][OH:3])[CH2:29][CH2:28]4)[CH:24]=[CH:25][C:20]3=[N:19][CH:18]=2)[CH:14]=[CH:15][CH:16]=1 |f:0.1,2.3.4|. Procedure details: To a mixture of hydroxylamine hydrochloride (15.3 mg, 0.22 mmol) and Na2CO3 (28 mg, 0.26 mmol) in water (0.7 mL) was added a solution of 4-((3-(3-chlorophenyl)imidazo[1,2-b]pyridazin-6-yl)amino)cyclohexanone (50 mg, 0.147 mmol) in MeOH (0.5 mL) at 0° C. The resulting mixture was stirred at room temperature for 1 h. LCMS showed the reaction was complete. The mixture was poured into water and extracted with EtOAc (50 mL*3). The combined extracts were dried over Na2SO4, filtered and concentrated in...